From a dataset of the Open Reaction Database (ORD), a public repository of structured organic reaction records. describe an organic reaction: reactants, conditions, products, and yield Starting materials: C1(=CC=CC=C1)C=1NC(=NN1)N (5-phenyl-4H-1,2,4-triazol-3-amine), COC=1C=C(C=CC1OC)S(=O)(=O)Cl (3,4-dimethoxybenzenesulfonyl chloride), crude product. Solvent: N1=CC=CC=C1 (pyridine), CC(=O)O (HOAc), O (water). Reaction conditions: time 48 hour. Yields the product COC=1C=C(C=CC1OC)S(=O)(=O)NC1=NC(=NN1)C1=CC=CC=C1 (3,4-Dimethoxy-N-[3-(phenyl)-1,2,4-triazol-5-yl]benzenesulfonamide). The yield is 50.1%. As a reaction SMILES: [C:1]1([C:7]2[NH:8][C:9]([NH2:12])=[N:10][N:11]=2)[CH:6]=[CH:5][CH:4]=[CH:3][CH:2]=1.[CH3:13][O:14][C:15]1[CH:16]=[C:17]([S:23](Cl)(=[O:25])=[O:24])[CH:18]=[CH:19][C:20]=1[O:21][CH3:22]>N1C=CC=CC=1.CC(O)=O.O>[CH3:13][O:14][C:15]1[CH:16]=[C:17]([S:23]([NH:12][C:9]2[NH:10][N:11]=[C:7]([C:1]3[CH:2]=[CH:3][CH:4]=[CH:5][CH:6]=3)[N:8]=2)(=[O:24])=[O:25])[CH:18]=[CH:19][C:20]=1[O:21][CH3:22]. Procedure details: To a solution of 5-phenyl-4H-1,2,4-triazol-3-amine (354 mg, 2 mmol) in dry pyridine (10 mL) was added 3,4-dimethoxybenzenesulfonyl chloride (529 mg, 2.23 mmol). The solution was stirred at room temperature under Argon. After 48 h, the pyridine was removed in vacuo and flashed off with toluene. The residue was partitioned between CH2Cl2 and 1M NaOH. The organic phase was washed with 1M NaOH until no turbidity was observed on rectification of a small sample. The alkaline phase was made acidic (˜pH... Product: C=CC(=O)Nc1ccc2ncnc(Nc3ccc(Oc4ccccc4)cc3)c2c1. The reactants are O=C([O-])[O-], C1CCOC1, CO, ClC(Cl)Cl, Nc1ccc2ncnc(Nc3ccc(Oc4ccccc4)cc3)c2c1, [Na+], [Na+], O, C=CC(=O)O, c1ccncc1. RXN SMILES: [C:37](=[O:38])([O-:39])[O-:40].[CH2:43]1[O:44][CH2:45][CH2:46][CH2:47]1.[CH3:49][OH:50].[Cl:51][CH:52]([Cl:53])[Cl:54].[NH2:1][c:2]1[cH:3][c:4]2[c:5]([NH:12][c:13]3[cH:14][cH:15][c:16]([O:19][c:20]4[cH:21][cH:22][cH:23][cH:24][cH:25]4)[cH:17][cH:18]3)[n:6][cH:7][n:8][c:9]2[cH:10][cH:11]1.[Na+:41].[Na+:42].[OH2:48].[OH:26][C:27](=[O:28])[CH:29]=[CH2:30].[cH:31]1[cH:32][cH:33][n:34][cH:35][cH:36]1>>[NH:1]([c:2]1[cH:3][c:4]2[c:5]([NH:12][c:13]3[cH:14][cH:15][c:16]([O:19][c:20]4[cH:21][cH:22][cH:23][cH:24][cH:25]4)[cH:17][cH:18]3)[n:6][cH:7][n:8][c:9]2[cH:10][cH:11]1)[C:27](=[O:26])[CH:29]=[CH2:30]. Starting materials: [BH4-].[Na+] (sodium borohydride), ice, C(C)OC([C@H](NC(=O)OC(C)(C)C)C)=O (Boc-D-alanine ethyl ester), ICCl (iodochloromethane), [Li+].CC(C)[N-]C(C)C (LDA), THF Hexanes, Cl (HCl). Run in CO (MeOH), C(C)(=O)O.C1CCOC1 (acetic acid THF), C1(=CC=CC=C1)C (toluene), C1CCOC1 (THF). Run at temperature -70 celsius, time 15 minute. Yields the product ClC[C@@H]([C@@H](C)NC(OC(C)(C)C)=O)O (tert-butyl [(1R,2R)-3-chloro-2-hydroxy-1-methylpropyl]carbamate). Isolated yield 81.1%. Reaction SMILES: C(O[C:4](=[O:15])[C@@H:5]([CH3:14])[NH:6][C:7]([O:9][C:10]([CH3:13])([CH3:12])[CH3:11])=[O:8])C.I[CH2:17][Cl:18].[Li+].CC([N-]C(C)C)C.Cl.[BH4-].[Na+]>C1COCC1.C1(C)C=CC=CC=1.CO.C(O)(=O)C.C1COCC1>[Cl:18][CH2:17][C@H:4]([OH:15])[C@H:5]([NH:6][C:7](=[O:8])[O:9][C:10]([CH3:11])([CH3:12])[CH3:13])[CH3:14] |f:2.3,5.6,10.11|. Procedure details: Boc-D-alanine ethyl ester (4.9 g, 22.6 mMol) and iodochloromethane (15.9 g, 90.2 mMol) were dissolved in dry THF (50 ml), and the mixture was cooled to −70° C. To this solution was added dropwise a solution of freshly prepared LDA (115 mMol, 5.1 eq) in 1:1 THF/Hexanes (150 ml) at a rate which did not allow the temperature to rise above −65° C. After the addition was completed, the mixture was stirred for an additional 15 minutes, then a 1:1 solution of acetic acid/THF was added dropwise, at a ra... Reaction SMILES: C1C2(N(C3C=CC=CC=3)CNC2=[O:8])CCN(CCCC(C2C=CC(F)=CC=2)=O)C1.CC([C@@]1(O)C[C@@H]2N(C[C@@H]3C4C2=CC=CC=4CCC2C=CC=CC3=2)CC1)(C)C.C[N:58]1[CH2:68][CH:67](C2C=CC=CC=2)[C:66]2[C:61](=[CH:62][C:63](Cl)=[C:64]([OH:75])[CH:65]=2)CC1.CN1C[C@H](C2C=CC=CC=2)C2C=C(O)C(Cl)=CC=2CC1>>[NH2:58][CH2:68][CH2:67][C:66]1[CH:61]=[CH:62][C:63]([OH:8])=[C:64]([OH:75])[CH:65]=1. Procedure details: The following tritiated drugs were used as radioligands for each of the receptors tested: [3H]-Spiperone 21-24 Ci/mmol for D2 receptors and [3H]-SCH23390 75-85 Ci/mmol for D1 receptors. The radioligands were incubated with various concentrations of competing drug and the appropriate membrane source for periods of time as follows: 75 minutes at room temperature for D2 receptors or 15 minutes at 37° C. for D1 receptors. Specific binding was defined using 1 μM butaclamol (D2) or 1 μM SCH23390 (D1).... Starting materials: C1CN(CCC12C(=O)NCN2C3=CC=CC=C3)CCCC(=O)C4=CC=C(C=C4)F ([3H]-Spiperone), CN1CCC=2C=C(C(=CC2[C@H](C1)C=3C=CC=CC3)O)Cl (SCH23390), CC(C)(C)[C@@]1(CCN2C[C@H]3C=4C=CC=CC4CCC5=C3C(=CC=C5)[C@@H]2C1)O (butaclamol), CN1CCC2=CC(=C(C=C2C(C1)C3=CC=CC=C3)O)Cl ([3H]-SCH23390). The product is NCCC1=CC(O)=C(O)C=C1 (Dopamine). Starting materials: solution, Cl (hydrogen chloride), C(C)(C)(C)OC(=O)N1CC(CCC1)COC1=C(C=CC=C1)CCCCC1=CC(=CC=C1)OC (1-t-butoxycarbonyl-3-{2-[4-(3-methoxyphenyl)butyl]phenoxymethyl}piperidine). Solvent: O1CCOCC1 (dioxane), O1CCOCC1 (dioxane). Reaction conditions: time 2 hour. Yields the product Cl.COC=1C=C(C=CC1)CCCCC1=C(OCC2CNCCC2)C=CC=C1 (3-{2-[4-(3-Methoxyphenyl)butyl]phenoxymethyl}piperidine hydrochloride). Isolated yield 85.0%. Reaction SMILES: C(OC([N:8]1[CH2:13][CH2:12][CH2:11][CH:10]([CH2:14][O:15][C:16]2[CH:21]=[CH:20][CH:19]=[CH:18][C:17]=2[CH2:22][CH2:23][CH2:24][CH2:25][C:26]2[CH:31]=[CH:30][CH:29]=[C:28]([O:32][CH3:33])[CH:27]=2)[CH2:9]1)=O)(C)(C)C.[ClH:34]>O1CCOCC1>[ClH:34].[CH3:33][O:32][C:28]1[CH:27]=[C:26]([CH2:25][CH2:24][CH2:23][CH2:22][C:17]2[CH:18]=[CH:19][CH:20]=[CH:21][C:16]=2[O:15][CH2:14][CH:10]2[CH2:11][CH2:12][CH2:13][NH:8][CH2:9]2)[CH:31]=[CH:30][CH:29]=1 |f:3.4|. Reported procedure: 1.79 g of 1-t-butoxycarbonyl-3-{2-[4-(3-methoxyphenyl)butyl]phenoxymethyl}piperidine [prepared as described in step (a) above] were dissolved in 5 ml of dioxane and 5 ml of a 4N solution of hydrogen chloride in dioxane were added to the solution. The mixture was allowed to stand at room temperature for 2 hours, after which the solvent was removed by distillation under reduced pressure. The resulting residue was dissolved in 20 ml of ethyl acetate, and the solution was allowed to stand at room te... Product: C(CCC)NC(CC=1N=C(SC1)NC1=CC(=C(C=C1)N1C=NC(=C1)C)OC)=O (N-Butyl-2-{2-[3-methoxy-4-(4-methyl-imidazol-1-yl)-phenylamino]-thiazol-4-yl}-acetamide). The reactants are C(C)OC(CC=1N=C(SC1)NC1=CC(=C(C=C1)N1C=NC(=C1)C)OC)=O ({2-[3-methoxy-4-(4-methyl-imidazol-1-yl)-phenylamino]-thiazol-4-yl}-acetic acid ethyl ester), C(CCC)N (n-butylamine), ( 100 ). Reported procedure: The title compound was prepared in analogy to example 27 from 100 mg (0.27 mmol) ({2-[3-methoxy-4-(4-methyl-imidazol-1-yl)-phenylamino]-thiazol-4-yl}-acetic acid ethyl ester and 70 mg (0.94 mmol) n-butylamine yielding 95 mg (89%) N-butyl-2-{2-[3-methoxy-4-(4-methyl-imidazol-1-yl)-phenylamino]-thiazol-4-yl}-acetamide as a brown foam. MS ISP (m/e): 400.3 (100) (M+H)+. 1H NMR (DMSO-D6, 250 MHz): δ (ppm)=10.45 (s, 1H), 7.93 (t, 1H), 7.68 (s, 1H), 7.64 (s, 1H), 7.23 (d, 1H), 7.19 (d, 1H), 7.02 (s, 1H... As a reaction SMILES: C([O:3][C:4](=O)[CH2:5][C:6]1[N:7]=[C:8]([NH:11][C:12]2[CH:17]=[CH:16][C:15]([N:18]3[CH:22]=[C:21]([CH3:23])[N:20]=[CH:19]3)=[C:14]([O:24][CH3:25])[CH:13]=2)[S:9][CH:10]=1)C.[CH2:27]([NH2:31])[CH2:28][CH2:29][CH3:30]>>[CH2:27]([NH:31][C:4](=[O:3])[CH2:5][C:6]1[N:7]=[C:8]([NH:11][C:12]2[CH:17]=[CH:16][C:15]([N:18]3[CH:22]=[C:21]([CH3:23])[N:20]=[CH:19]3)=[C:14]([O:24][CH3:25])[CH:13]=2)[S:9][CH:10]=1)[CH2:28][CH2:29][CH3:30].